Dataset: the Open Reaction Database (ORD), a public repository of structured organic reaction records. Task: describe an organic reaction: reactants, conditions, products, and yield Starting materials: CC(=O)Nc1cn2nc(-c3cnc(Cl)c(NS(=O)(=O)c4cccc(OC(F)F)c4)c3)ccc2n1, ClCCl, O=C1CCC(=O)N1I. The product is CC(=O)Nc1nc2ccc(-c3cnc(Cl)c(NS(=O)(=O)c4cccc(OC(F)F)c4)c3)nn2c1I. RXN SMILES: [Cl:1][c:2]1[c:3]([NH:21][S:22](=[O:23])(=[O:24])[c:25]2[cH:26][c:27]([O:31][CH:32]([F:33])[F:34])[cH:28][cH:29][cH:30]2)[cH:4][c:5](-[c:8]2[cH:9][cH:10][c:11]3[n:12]([n:13]2)[cH:14][c:15]([NH:17][C:18]([CH3:19])=[O:20])[n:16]3)[cH:6][n:7]1.[Cl:43][CH2:44][Cl:45].[I:35][N:36]1[C:37](=[O:38])[CH2:39][CH2:40][C:41]1=[O:42]>>[Cl:1][c:2]1[c:3]([NH:21][S:22](=[O:23])(=[O:24])[c:25]2[cH:26][c:27]([O:31][CH:32]([F:33])[F:34])[cH:28][cH:29][cH:30]2)[cH:4][c:5](-[c:8]2[cH:9][cH:10][c:11]3[n:12]([n:13]2)[c:14]([I:35])[c:15]([NH:17][C:18]([CH3:19])=[O:20])[n:16]3)[cH:6][n:7]1. Reactants: C(=C)N=C=O (vinyl isocyanate), C(C)(=O)OCC (ethyl acetate), C(C)(C)(C)O (tert.-butanol), C(C)(=O)OCC (ethyl acetate), C(CCCCCCCCCCC)(=O)[O-].C(CCCCCCCCCCC)(=O)[O-].C(CCC)[Sn+2]CCCC (dibutyl-tin dilaurate). Solvent: [Cl-].[Na+].O (brine). Product: C(=C)NC(OC(C)(C)C)=O (Tert.-butyl N-vinylcarbamate). Reaction SMILES: [CH:1]([N:3]=[C:4]=[O:5])=[CH2:2].C(OCC)(=O)C.[C:12]([OH:16])([CH3:15])([CH3:14])[CH3:13].C([O-])(=O)CCCCCCCCCCC.C([O-])(=O)CCCCCCCCCCC.C([Sn+2]CCCC)CCC>[Cl-].[Na+].O>[CH:1]([NH:3][C:4](=[O:5])[O:16][C:12]([CH3:15])([CH3:14])[CH3:13])=[CH2:2] |f:3.4.5,6.7.8|. Procedure: 69 parts of vinyl isocyanate and 70 parts of ethyl acetate are initially taken in a reaction vessel equipped with a high-efficiency condenser (with cooling brine), a stirrer, a thermometer and a feed Vessel. 74 parts of tert.-butanol, 73 parts of ethyl acetate and 0.01% of dibutyl-tin dilaurate are added in the course of 1 hour at 40° C., after which the mixture is allowed to react for a further 10 hours at this temperature. A pale yellow clear solution is formed. Content of blocked isocyanate g... Starting materials: CC(C=1C=CC(=C(C1)F)C=2C=CC=CC2)C(=O)O (flurbiprofen), C[C@@H](C1=CC(=C(C=C1)C2=CC=CC=C2)F)C(=O)O.C[C@@H](C1=CC=CC=C1)N ((S)-flurbiprofen (S)-α-methylbenzylamine), C[C@@H](C1=CC=CC=C1)N ((S)-α-methylbenzylamine). Solvent: CO (methanol), C1(=CC=CC=C1)C (toluene). Run at temperature 60 celsius, time 1 hour. Yields the product C[C@@H](C1=CC=CC=C1)N ((S)-α-methylbenzylamine), CC(C=1C=CC(=C(C1)F)C=2C=CC=CC2)C(=O)O.C[C@@H](C1=CC=CC=C1)N (flurbiprofen (S)-α-methylbenzylamine). As a reaction SMILES: [CH3:1][CH:2]([C:16]([OH:18])=[O:17])[C:3]1[CH:4]=[CH:5][C:6]([C:10]2[CH:11]=[CH:12][CH:13]=[CH:14][CH:15]=2)=[C:7]([F:9])[CH:8]=1.[CH3:19][C@H:20]([NH2:27])[C:21]1[CH:26]=[CH:25][CH:24]=[CH:23][CH:22]=1.C[C@H](C(O)=O)C1C=CC(C2C=CC=CC=2)=C(F)C=1.[CH3:46][C@H:47]([NH2:54])[C:48]1[CH:53]=[CH:52][CH:51]=[CH:50][CH:49]=1>CO.C1(C)C=CC=CC=1>[CH3:19][C@H:20]([NH2:27])[C:21]1[CH:26]=[CH:25][CH:24]=[CH:23][CH:22]=1.[CH3:1][CH:2]([C:16]([OH:18])=[O:17])[C:3]1[CH:4]=[CH:5][C:6]([C:10]2[CH:15]=[CH:14][CH:13]=[CH:12][CH:11]=2)=[C:7]([F:9])[CH:8]=1.[CH3:46][C@H:47]([NH2:54])[C:48]1[CH:53]=[CH:52][CH:51]=[CH:50][CH:49]=1 |f:2.3,7.8|. Procedure details: Racemic flurbiprofen (61.0 g) was dissolved in a mixture of methanol (40 ml) and toluene (160 ml). The mixture was heated to 60° C. and (S)-α-methylbenzylamine 16.9 ml was added over 10 minutes. A seed crystal of (S)-flurbiprofen-(S)-α-methylbenzylamine was added to the reaction mixture which was then cooled to 0° to 5° C., and held at that temperature for one hour. The precipitate was collected by filtration to give a (S)-α-methylbenzylamine salt of (S)-enriched flurbiprofen-(S)-α-methylbenzyla... Starting materials: BrC[C@@H](CO)C ((R)-3-bromo-2-methylpropan-1-ol), ClC=1C=C2C(=NC1)NC=C2C2=NC=C(C(=N2)NC[C@H]2CNCCC2)F ((R)-2-(5-chloro-1H-pyrrolo[2,3-b]pyridin-3-yl)-5-fluoro-N-(piperidin-3-ylmethyl)-pyrimidin-4-amine), 12a, C(=O)([O-])[O-].[K+].[K+] (K2CO3). The solvent is CC#N (CH3CN). Conditions: temperature 80 celsius. Yields the product ClC=1C=C2C(=NC1)NC=C2C2=NC=C(C(=N2)NC[C@H]2CN(CCC2)C[C@@H](CO)C)F ((S)-3-((S)-3-((2-(5-chloro-1H-pyrrolo[2,3-b]pyridin-3-yl)-5-fluoropyrimidin-4-ylamino)methyl)piperidin-1-yl)-2-methylpropan-1-ol). As a reaction SMILES: Br[CH2:2][C@H:3]([CH3:6])[CH2:4][OH:5].[Cl:7][C:8]1[CH:9]=[C:10]2[C:16]([C:17]3[N:22]=[C:21]([NH:23][CH2:24][C@@H:25]4[CH2:30][CH2:29][CH2:28][NH:27][CH2:26]4)[C:20]([F:31])=[CH:19][N:18]=3)=[CH:15][NH:14][C:11]2=[N:12][CH:13]=1.C([O-])([O-])=O.[K+].[K+]>CC#N>[Cl:7][C:8]1[CH:9]=[C:10]2[C:16]([C:17]3[N:22]=[C:21]([NH:23][CH2:24][C@@H:25]4[CH2:30][CH2:29][CH2:28][N:27]([CH2:2][C@H:3]([CH3:6])[CH2:4][OH:5])[CH2:26]4)[C:20]([F:31])=[CH:19][N:18]=3)=[CH:15][NH:14][C:11]2=[N:12][CH:13]=1 |f:2.3.4|. Procedure details: To a solution of (R)-3-bromo-2-methylpropan-1-ol (0.006 mL, 0.055 mmol) and (R)-2-(5-chloro-1H-pyrrolo[2,3-b]pyridin-3-yl)-5-fluoro-N-(piperidin-3-ylmethyl)-pyrimidin-4-amine, 12a, (0.020 g, 0.055 mmol) in CH3CN (2 mL) was added K2CO3 (0.023 g, 0.165 mmol). The reaction mixture was heated at 80° C. at for 24 h. The solvent was concentrated under reduced pressure and the resulting residue was purified by preparatory HPLC (0.1% TFA-H2O/acetonitrile) to afford the desired product, 135. The reactants are CCN(Cc1ccccc1Cc1ccccc1)c1ccc(C(=O)OC)cn1, C1CCOC1, CO, [Na+], [OH-]. Yields the product CCN(Cc1ccccc1Cc1ccccc1)c1ccc(C(=O)O)cn1. Reaction SMILES: [CH2:1]([c:2]1[cH:3][cH:4][cH:5][cH:6][cH:7]1)[c:8]1[c:9]([CH2:10][N:11]([CH2:12][CH3:13])[c:14]2[n:15][cH:16][c:17]([C:20](=[O:21])[O:22][CH3:23])[cH:18][cH:19]2)[cH:24][cH:25][cH:26][cH:27]1.[CH2:30]1[O:31][CH2:32][CH2:33][CH2:34]1.[CH3:35][OH:36].[Na+:29].[OH-:28]>>[CH2:1]([c:2]1[cH:3][cH:4][cH:5][cH:6][cH:7]1)[c:8]1[c:9]([CH2:10][N:11]([CH2:12][CH3:13])[c:14]2[n:15][cH:16][c:17]([C:20](=[O:21])[OH:22])[cH:18][cH:19]2)[cH:24][cH:25][cH:26][cH:27]1.